This data is from the Open Reaction Database (ORD), a public repository of structured organic reaction records. The task is: describe an organic reaction: reactants, conditions, products, and yield The reactants are O=C([O-])[O-], ClCCl, CS(C)=O, O=c1[nH]c2cc(Cl)ccc2o1, Cl, O=C(O)c1cc(F)ccc1[N+](=O)[O-], [K+], [K+], O. Product: O=C(O)c1cc(Oc2nc3cc(Cl)ccc3o2)ccc1[N+](=O)[O-]. RXN SMILES: [C:12](=[O:13])([O-:14])[O-:15].[CH2:36]([Cl:37])[Cl:38].[CH3:32][S:33]([CH3:34])=[O:35].[Cl:1][c:2]1[cH:3][cH:4][c:5]2[c:6]([nH:7][c:8](=[O:10])[o:9]2)[cH:11]1.[ClH:31].[F:18][c:19]1[cH:20][cH:21][c:22]([N+:28](=[O:29])[O-:30])[c:23]([C:24](=[O:25])[OH:26])[cH:27]1.[K+:16].[K+:17].[OH2:39]>>[Cl:1][c:2]1[cH:3][cH:4][c:5]2[c:6]([n:7][c:8]([O:10][c:19]3[cH:20][cH:21][c:22]([N+:28](=[O:29])[O-:30])[c:23]([C:24](=[O:25])[OH:26])[cH:27]3)[o:9]2)[cH:11]1.